From a dataset of the Open Reaction Database (ORD), a public repository of structured organic reaction records. describe an organic reaction: reactants, conditions, products, and yield The reactants are CCNC, CO, Clc1nc(Cl)c2c(n1)C(c1ccccc1)CCC2. Product: CCN(C)c1nc(Cl)nc2c1CCCC2c1ccccc1. As a reaction SMILES: [CH3:19][NH:20][CH2:21][CH3:22].[CH3:23][OH:24].[Cl:1][c:2]1[n:3][c:4]2[c:9]([c:10]([Cl:12])[n:11]1)[CH2:8][CH2:7][CH2:6][CH:5]2[c:13]1[cH:14][cH:15][cH:16][cH:17][cH:18]1>>[Cl:1][c:2]1[n:3][c:4]2[c:9]([c:10]([N:20]([CH3:19])[CH2:21][CH3:22])[n:11]1)[CH2:8][CH2:7][CH2:6][CH:5]2[c:13]1[cH:14][cH:15][cH:16][cH:17][cH:18]1. Starting materials: [OH-].[Na+] (NaOH), crude mixture, ClS(=O)(=O)O (chlorosulfonic acid), ClC1=NC(=C2N=CN(C2=N1)CC)NC1=CC=CC=C1 (2-chloro-9-ethyl-6-(phenyl-amino)-9H-purine). Reaction conditions: temperature 0 celsius, time 1 hour. Yields the product ClC1=NC(=C2N=CN(C2=N1)CC)NC1=CC=C(C=C1)S(=O)(=O)Cl (2-chloro-6-(4-chlorosulfonyl-phenyl-amino)-9-ethyl-9H-purine). Yield: 89.6%. Reaction SMILES: [OH-].[Na+].[Cl:3][S:4]([OH:7])(=O)=[O:5].[Cl:8][C:9]1[N:17]=[C:16]2[C:12]([N:13]=[CH:14][N:15]2[CH2:18][CH3:19])=[C:11]([NH:20][C:21]2[CH:26]=[CH:25][CH:24]=[CH:23][CH:22]=2)[N:10]=1>>[Cl:8][C:9]1[N:17]=[C:16]2[C:12]([N:13]=[CH:14][N:15]2[CH2:18][CH3:19])=[C:11]([NH:20][C:21]2[CH:26]=[CH:25][C:24]([S:4]([Cl:3])(=[O:7])=[O:5])=[CH:23][CH:22]=2)[N:10]=1 |f:0.1|. Reported procedure: A three necked round bottomed flask of 250 ml equipped with a bubbler (NaOH) and a magnetic stirrer is charged with 32.2 ml of 98% chlorosulfonic acid (483 mmoles) and cooled to 0° C. 22 g of 2-chloro-9-ethyl-6-(phenyl-amino)-9H-purine (80 mmoles) are added slowly. The mixture is stirred at RT for 2 hours and at 60° C. for 1 hour. The crude mixture is then poured drop by drop into a water bath cooled to 0° C., filtered and dried at 50° C. under HV. 26.67 g (89% yield) of 2-chloro-6-(4-chlorosulf... The reactants are [OH-].[Na+] (NaOH), C(C)(=O)O[C@@H]1[C@]2(C)[C@@H](CC1)[C@@H]1[C@@H](CC=3C=C(C=CC3[C@H]1CC2)OC(C2=CC=CC=C2)=O)CCCCCCCCN2[Se]C1=C(C2(C)C)C=CC=C1[N+](=O)[O-] (N-{8-[17β-acetoxy-3-benzoyloxyestra-1,3,5(10)-trien-7α-yl]octyl}-3,3-dimethyl-7-nitrobenzisoselenazoline), Cl (HCl). The solvent is CO (methanol), C1CCOC1 (THF). Reaction conditions: time 22 hour. The product is OC1=CC=2C[C@H]([C@H]3[C@@H]4CC[C@@H]([C@@]4(C)CC[C@@H]3C2C=C1)O)CCCCCCCCN1[Se]C2=C(C1(C)C)C=CC=C2[N+](=O)[O-] (N-{8-[3,17β-dihydroxyestra-1,3,5(10)-trien-7α-yl]octyl}-3,3-dimethyl-7-nitrobenzisoselenazoline). Yield: 99.0%. RXN SMILES: C([O:4][C@H:5]1[CH2:10][CH2:9][C@H:8]2[C@H:11]3[C@H:20]([CH2:21][CH2:22][C@:6]12[CH3:7])[C:19]1[CH:18]=[CH:17][C:16]([O:23]C(=O)C2C=CC=CC=2)=[CH:15][C:14]=1[CH2:13][C@H:12]3[CH2:32][CH2:33][CH2:34][CH2:35][CH2:36][CH2:37][CH2:38][CH2:39][N:40]1[C:44]([CH3:46])([CH3:45])[C:43]2[CH:47]=[CH:48][CH:49]=[C:50]([N+:51]([O-:53])=[O:52])[C:42]=2[Se:41]1)(=O)C.[OH-].[Na+].Cl>C1COCC1.CO>[OH:23][C:16]1[CH:17]=[CH:18][C:19]2[C@@H:20]3[C@H:11]([C@H:8]4[C@@:6]([CH2:22][CH2:21]3)([CH3:7])[C@@H:5]([OH:4])[CH2:10][CH2:9]4)[C@H:12]([CH2:32][CH2:33][CH2:34][CH2:35][CH2:36][CH2:37][CH2:38][CH2:39][N:40]3[C:44]([CH3:45])([CH3:46])[C:43]4[CH:47]=[CH:48][CH:49]=[C:50]([N+:51]([O-:53])=[O:52])[C:42]=4[Se:41]3)[CH2:13][C:14]=2[CH:15]=1 |f:1.2|. Reported procedure: N-{8-[17β-acetoxy-3-benzoyloxyestra-1,3,5(10)-trien-7α-yl]octyl}-3,3-dimethyl-7-nitrobenzisoselenazoline (115 mg, 0.15 mmol) is dissolved in 2 ml of THF and 1 ml of methanol. To the obtained mixture is then added an aqueous solution of NaOH (1 ml, 1N, 1.0 mmol). The reaction medium is stirred at room temperature for 22 hours, then neutralized with an aqueous solution of HCl (1N). The mixture is extracted with ethyl acetate. The combined organic phases are washed with a saturated aqueous solution... The solvent is C(C)(C)(C)O (t-butanol), O (water), S(=S)(=O)([O-])[O-].[Na+].[Na+] (sodium thiosulfate). RXN SMILES: I([O-])(=O)(=O)=O.[Na+].[CH2:7]([C:10]1[C:11]([Cl:26])=[N:12][C:13]([CH3:25])=[N:14][C:15]=1[NH:16][C:17]1[CH:22]=[CH:21][C:20]([Cl:23])=[CH:19][C:18]=1[Cl:24])[CH:8]=C.CC(C)=O.O>C(O)(C)(C)C.O.S([O-])([O-])(=O)=S.[Na+].[Na+].[Os](=O)(=O)(=O)=O>[Cl:26][C:11]1[N:12]=[C:13]([CH3:25])[N:14]=[C:15]2[C:10]=1[CH:7]=[CH:8][N:16]2[C:17]1[CH:22]=[CH:21][C:20]([Cl:23])=[CH:19][C:18]=1[Cl:24] |f:0.1,3.4,7.8.9|. Starting materials: I(=O)(=O)(=O)[O-].[Na+] (Sodium periodate), C(C=C)C=1C(=NC(=NC1NC1=C(C=C(C=C1)Cl)Cl)C)Cl (5-Allyl-4-chloro-6-(2,4-dichloroanilino)-2-methylpyrimidine), CC(=O)C.O (acetone water), solution. The yield is 50.4%. The reagents and catalysts are [Os](=O)(=O)(=O)=O (osmium tetroxide). Yields the product ClC1=C2C=CN(C2=NC(=N1)C)C1=C(C=C(C=C1)Cl)Cl (4-Chloro-1-(2,4-dichlorophenyl)-6-methyl-5,7-diazaindole). Run at time 20 hour. Procedure details: Sodium periodate (3.83 g, 17.9 mmol) was added to a stirred solution of (19) (1.94 g, 5.90 mmol) in 3:1 acetone-water (55 mL). The mixture was heated briefly to obtain homogeneity, and a 2.5% solution of osmium tetroxide in t-butanol (0.4 mL) was added. After 20 h, the mixture was diluted with water (50 mL) and saturated sodium thiosulfate (50 mL), and extracted with ethyl acetate. The combined extracts were concentrated under vacuum, and the residue was stirred in dichloromethane (40 mL) and 4 ... The reactants are COc1ccc2c(C)ccnc2c1, CC(C)OC(C)C, C1COCCO1, O=[Se]. Product: COc1ccc2c(C=O)ccnc2c1. As a reaction SMILES: [CH3:3][c:4]1[cH:5][cH:6][n:7][c:8]2[cH:9][c:10]([O:14][CH3:15])[cH:11][cH:12][c:13]12.[CH:16]([O:19][CH:17]([CH3:18])[CH3:20])([CH3:21])[CH3:22].[O:23]1[CH2:24][CH2:25][O:26][CH2:27][CH2:28]1.[Se:1]=[O:2]>>[CH:3]([c:4]1[cH:5][cH:6][n:7][c:8]2[cH:9][c:10]([O:14][CH3:15])[cH:11][cH:12][c:13]12)=[O:19].